From a dataset of the Open Reaction Database (ORD), a public repository of structured organic reaction records. describe an organic reaction: reactants, conditions, products, and yield Starting materials: [BH4-], CC(C)(C)OC(=O)NCCSCc1ncccc1SSc1cccnc1C(S)CCNC(=O)OC(C)(C)C, CC#N, [Na+], Nc1nc(C(=NOC(c2ccccc2)(c2ccccc2)c2ccccc2)C(=O)NC2C(=O)N3C(C(=O)OC(c4ccccc4)c4ccccc4)=C(Cl)CCC23)c(Cl)s1. Product: CC(C)(C)OC(=O)NCCSCc1ncccc1SC1=C(C(=O)OC(c2ccccc2)c2ccccc2)N2C(=O)C(NC(=O)C(=NOC(c3ccccc3)(c3ccccc3)c3ccccc3)c3nc(N)sc3Cl)C2CC1. As a reaction SMILES: [BH4-:39].[C:1]([CH3:2])([CH3:3])([CH3:4])[O:5][C:6]([NH:7][CH2:8][CH2:9][S:10][CH2:11][c:12]1[n:13][cH:14][cH:15][cH:16][c:17]1[S:18][S:19][c:20]1[c:21]([CH:22]([CH2:23][CH2:24][NH:25][C:26]([O:27][C:28]([CH3:29])([CH3:30])[CH3:31])=[O:32])[SH:33])[n:34][cH:35][cH:36][cH:37]1)=[O:38].[CH3:99][C:100]#[N:101].[Na+:40].[c:41]1([CH:47]([c:48]2[cH:49][cH:50][cH:51][cH:52][cH:53]2)[O:54][C:55](=[O:56])[C:57]2=[C:64]([Cl:65])[CH2:63][CH2:62][CH:61]3[N:58]2[C:59](=[O:98])[CH:60]3[NH:66][C:67]([C:68](=[N:69][O:70][C:71]([c:72]2[cH:73][cH:74][cH:75][cH:76][cH:77]2)([c:78]2[cH:79][cH:80][cH:81][cH:82][cH:83]2)[c:84]2[cH:85][cH:86][cH:87][cH:88][cH:89]2)[c:90]2[n:91][c:92]([NH2:96])[s:93][c:94]2[Cl:95])=[O:97])[cH:42][cH:43][cH:44][cH:45][cH:46]1>>[C:1]([CH3:2])([CH3:3])([CH3:4])[O:5][C:6]([NH:7][CH2:8][CH2:9][S:10][CH2:11][c:12]1[n:13][cH:14][cH:15][cH:16][c:17]1[S:18][C:64]1=[C:57]([C:55]([O:54][CH:47]([c:41]2[cH:42][cH:43][cH:44][cH:45][cH:46]2)[c:48]2[cH:49][cH:50][cH:51][cH:52][cH:53]2)=[O:56])[N:58]2[C:59](=[O:98])[CH:60]([NH:66][C:67]([C:68](=[N:69][O:70][C:71]([c:72]3[cH:73][cH:74][cH:75][cH:76][cH:77]3)([c:78]3[cH:79][cH:80][cH:81][cH:82][cH:83]3)[c:84]3[cH:85][cH:86][cH:87][cH:88][cH:89]3)[c:90]3[n:91][c:92]([NH2:96])[s:93][c:94]3[Cl:95])=[O:97])[CH:61]2[CH2:62][CH2:63]1)=[O:38]. Reactants: BrC=1C=CC(=NC1)C(=O)O (5-bromo-pyridine-2-carboxylic acid), C=1C=CC2=C(C1)N=NN2O (HOBT), C(CCl)Cl (EDC), C(C)(C)(C)OC(NC=1COCC(N1)(CF)C1=CC(=CC=C1)N=[N+]=[N-])=O ([5-(3-azido-phenyl)-5-fluoromethyl-5,6-dihydro-2H-[1,4]oxazin-3-yl]-carbamic acid tert-butyl ester), C(C)(C)(C)OC(NC=1COCC(N1)(CF)C1=CC(=CC=C1)N)=O ([5-(3-amino-phenyl)-5-fluoromethyl-5,6-dihydro-2H-[1,4]oxazin-3-yl]-carbamic acid tert-butyl ester), C(=O)(O)[O-].[Na+] (NaHCO3). Reagents/catalysts: [Pd].CC(=O)[O-].CC(=O)[O-].[Pb+2] (Lindlar catalyst). Solvent: ClCCl (dichloromethane), C(C)N(CC)CC (triethylamine), ClCCl (dichloromethane), CCOC(=O)C (EtOAc). Reaction conditions: time 4 hour. The product is C(C)(C)(C)OC(NC=1COCC(N1)(CF)C1=CC(=CC=C1)NC(=O)C1=NC=C(C=C1)Br)=O ((5-{3-[(5-Bromo-pyridine-2-carbonyl)-amino]-phenyl}-5-fluoromethyl-5,6-dihydro-2H-[1,4]oxazin-3-yl)-carbamic acid tert-butyl ester). As a reaction SMILES: [C:1]([O:5][C:6](=[O:25])[NH:7][C:8]1[CH2:9][O:10][CH2:11][C:12]([C:16]2[CH:21]=[CH:20][CH:19]=[C:18]([N:22]=[N+]=[N-])[CH:17]=2)([CH2:14][F:15])[N:13]=1)([CH3:4])([CH3:3])[CH3:2].C(OC(=O)NC1COCC(C2C=CC=C(N)C=2)(CF)N=1)(C)(C)C.[Br:49][C:50]1[CH:51]=[CH:52][C:53]([C:56](O)=[O:57])=[N:54][CH:55]=1.C1C=CC2N(O)N=NC=2C=1.C(Cl)CCl.C([O-])(O)=O.[Na+]>CCOC(C)=O.[Pd].CC([O-])=O.CC([O-])=O.[Pb+2].ClCCl.C(N(CC)CC)C>[C:1]([O:5][C:6](=[O:25])[NH:7][C:8]1[CH2:9][O:10][CH2:11][C:12]([C:16]2[CH:21]=[CH:20][CH:19]=[C:18]([NH:22][C:56]([C:53]3[CH:52]=[CH:51][C:50]([Br:49])=[CH:55][N:54]=3)=[O:57])[CH:17]=2)([CH2:14][F:15])[N:13]=1)([CH3:4])([CH3:3])[CH3:2] |f:5.6,8.9.10.11|. Procedure: A solution of [5-(3-azido-phenyl)-5-fluoromethyl-5,6-dihydro-2H-[1,4]oxazin-3-yl]-carbamic acid tert-butyl ester (56 mg, 0.161 mmol) in 2 ml of EtOAc was hydrogenated in the presence of Lindlar catalyst (11 mg) for 3 h. The mixture was filtered through Celite, and the filtrate was evaporated. The crude [5-(3-amino-phenyl)-5-fluoromethyl-5,6-dihydro-2H-[1,4]oxazin-3-yl]-carbamic acid tert-butyl ester (50 mg, 0.155 mmol) was taken up in 2 ml of dichloromethane. A mixture of 5-bromo-pyridine-2-carb... The reactants are CC1=C(C=C(N)C=C1)[N+](=O)[O-] (4-methyl-3-nitroaniline), ice water, CS(=O)C (DMSO), [S-]C#N.[NH4+] (ammonium thiocyanate), C(C)(=O)Cl (acetyl chloride). The solvent is CC(=O)C (acetone), CC(=O)C (acetone). Conditions: temperature 40 celsius, time 30 minute. Yields the product C(C)(=O)NC(=S)NC1=CC(=C(C=C1)C)[N+](=O)[O-] (1-Acetyl-3-(4-methyl-3-nitro-phenyl)-thiourea). Isolated yield 50.0%. RXN SMILES: [S-:1][C:2]#[N:3].[NH4+].[C:5](Cl)(=[O:7])[CH3:6].[CH3:9][C:10]1[CH:16]=[CH:15][C:13]([NH2:14])=[CH:12][C:11]=1[N+:17]([O-:19])=[O:18].CS(C)=O>CC(C)=O>[C:5]([NH:3][C:2]([NH:14][C:13]1[CH:15]=[CH:16][C:10]([CH3:9])=[C:11]([N+:17]([O-:19])=[O:18])[CH:12]=1)=[S:1])(=[O:7])[CH3:6] |f:0.1|. Procedure: To a solution of ammonium thiocyanate (1.05 g, 13.85 mmol) in acetone (21 mL) was added dropwise acetyl chloride (0.90 mL 12.70 mmol). The reaction mixture was stirred at 40° C. for 30 min. Then, a solution of 4-methyl-3-nitroaniline (1.76 g, 11.54 mmol) in acetone (7 mL) was added and the reaction mixture was stirred at room temperature for 4 h. The reaction mixture was poured into ice-water and the precipitate was filtered, washed with more water and cyclohexane to give compound IV-c as brown ... The reactants are COC(C=1C(NC(CSCCCC=2C=NC=NC2)=O)=CC(=CC1Cl)Cl)=O (4,6-dichloro-N-[3-(pyrimidin-5-yl)-propylthio]acetyl-anthranilic acid methyl ester), hydrochloric acid ice, C[Si](C)(C)[N-][Si](C)(C)C.[Na+] (sodium bis-trimethylsilylamide). Run in O1CCCC1 (tetrahydrofuran), O1CCCC1 (tetrahydrofuran). Reaction conditions: time 2 hour. Yields the product ClC1=C2C(=C(C(NC2=CC(=C1)Cl)=O)SCCCC=1C=NC=NC1)O (5,7-dichloro-4-hydroxy-3-[3-(pyrimidin-5-yl)propylthio)-2-(1H)-quinolone). Isolated yield 86.2%. RXN SMILES: C[O:2][C:3](=O)[C:4]1[C:5](=[CH:20][C:21]([Cl:25])=[CH:22][C:23]=1[Cl:24])[NH:6][C:7](=[O:19])[CH2:8][S:9][CH2:10][CH2:11][CH2:12][C:13]1[CH:14]=[N:15][CH:16]=[N:17][CH:18]=1.C[Si]([N-][Si](C)(C)C)(C)C.[Na+]>O1CCCC1>[Cl:24][C:23]1[CH:22]=[C:21]([Cl:25])[CH:20]=[C:5]2[C:4]=1[C:3]([OH:2])=[C:8]([S:9][CH2:10][CH2:11][CH2:12][C:13]1[CH:14]=[N:15][CH:16]=[N:17][CH:18]=1)[C:7](=[O:19])[NH:6]2 |f:1.2|. Procedure: 2.2 g (5.31 mmol) of 4,6-dichloro-N-[3-(pyrimidin-5-yl)-propylthio]acetyl-anthranilic acid methyl ester are placed in 25 ml of tetrahydrofuran at 0° under nitrogen. 10.62 ml of a 1-molar tetrahydrofuran solution of sodium bis-trimethylsilylamide are added dropwise thereto. The mixture is then stirred for 2 hours at 0°. The reaction mixture is poured into 50 ml of 2N hydrochloric acid/ice and filtered. The residue is taken up in a small amount of ethyl acetate, and hexane is added until precipita... Starting materials: Ice water, C1(=CC=CC=C1)C(OC1CCN(CC1)CCCO)C1=CC=CC=C1 (4-(diphenylmethoxy)-1-piperidinepropanol), ClC=1C=CC=2N(N1)N=C(N2)C(=O)OC(C)C (isopropyl (6-chloro[1,2,4]triazolo[1,5-b]pyridazin-2-yl)carboxylate), [H-].[Na+] (sodium hydride). The solvent is CN(C=O)C (N,N-dimethylformamide). Run at time 1.5 hour. The product is C1(=CC=CC=C1)C(OC1CCN(CC1)CCCOC=1C=CC=2N(N1)N=C(N2)C(=O)OC(C)C)C2=CC=CC=C2 (isopropyl [6-[3-[4-(diphenylmethoxy) piperidino]propoxy][1,2,4]triazolo[1,5-b]pyridazin-2-yl]carboxylate). Yield: 43.5%. As a reaction SMILES: [C:1]1([CH:7]([C:19]2[CH:24]=[CH:23][CH:22]=[CH:21][CH:20]=2)[O:8][CH:9]2[CH2:14][CH2:13][N:12]([CH2:15][CH2:16][CH2:17][OH:18])[CH2:11][CH2:10]2)[CH:6]=[CH:5][CH:4]=[CH:3][CH:2]=1.[H-].[Na+].Cl[C:28]1[CH:29]=[CH:30][C:31]2[N:32]([N:34]=[C:35]([C:37]([O:39][CH:40]([CH3:42])[CH3:41])=[O:38])[N:36]=2)[N:33]=1>CN(C)C=O>[C:19]1([CH:7]([C:1]2[CH:2]=[CH:3][CH:4]=[CH:5][CH:6]=2)[O:8][CH:9]2[CH2:14][CH2:13][N:12]([CH2:15][CH2:16][CH2:17][O:18][C:28]3[CH:29]=[CH:30][C:31]4[N:32]([N:34]=[C:35]([C:37]([O:39][CH:40]([CH3:42])[CH3:41])=[O:38])[N:36]=4)[N:33]=3)[CH2:11][CH2:10]2)[CH:24]=[CH:23][CH:22]=[CH:21][CH:20]=1 |f:1.2|. Procedure: 653 mg of 4-(diphenylmethoxy)-1-piperidinepropanol was dissolved in 10 ml of N,N-dimethylformamide; 88 mg of a 60% dispersion of sodium hydride in mineral oil was added, followed by stirring at room temperature under reduced pressure for 1.5 hours. To the reaction mixture, 483 mg of isopropyl (6-chloro[1,2,4]triazolo[1,5-b]pyridazin-2-yl)carboxylate was added under ice cooling conditions, followed by stirring at constant temperature for 3.5 hours. Ice water was added, followed by extraction with...